Dataset: the Open Reaction Database (ORD), a public repository of structured organic reaction records. Task: describe an organic reaction: reactants, conditions, products, and yield Starting materials: Cl, COC1(OC)CC(C(=O)O)N(C(=O)C(C)CS)C1. Product: CC(CS)C(=O)N1CC(=O)CC1C(=O)O. Reaction SMILES: [ClH:19].[SH:1][CH2:2][CH:3]([C:4](=[O:5])[N:6]1[CH:7]([C:8](=[O:9])[OH:10])[CH2:11][C:12]([O:14][CH3:17])([O:15][CH3:16])[CH2:13]1)[CH3:18]>>[SH:1][CH2:2][CH:3]([C:4](=[O:5])[N:6]1[CH:7]([C:8](=[O:9])[OH:10])[CH2:11][C:12](=[O:14])[CH2:13]1)[CH3:18]. The reactants are thioureas, C1=CC(=CC=C1N)OC2=CC=C(C=C2)Cl (4-Amino-4′-chlorodiphenylether), Cl (HCl), amines, ethyl acetate-hexanes, amine-HCl, C(=S)(Cl)Cl (thiophosgene), isothiocyanates, thioamides. Run in CCOCC (ether), CCOCC (ether), C(Cl)(Cl)Cl (CHCl3), C(Cl)(Cl)Cl (CHCl3). Product: ClC1=CC=C(OC2=CC=C(C=C2)N=C=S)C=C1 (4-(4-chlorophenoxy)-phenylisothiocyanate). Isolated yield 77.9%. Reaction SMILES: [CH:1]1[C:6]([NH2:7])=[CH:5][CH:4]=[C:3]([O:8][C:9]2[CH:14]=[CH:13][C:12]([Cl:15])=[CH:11][CH:10]=2)[CH:2]=1.Cl.[C:17](Cl)(Cl)=[S:18]>CCOCC.C(Cl)(Cl)Cl>[Cl:15][C:12]1[CH:13]=[CH:14][C:9]([O:8][C:3]2[CH:2]=[CH:1][C:6]([N:7]=[C:17]=[S:18])=[CH:5][CH:4]=2)=[CH:10][CH:11]=1. Reported procedure: Unless otherwise indicated, all thioureas, isothiocyanates, thioamides and amines were purchased from Maybridge Chemical Co. Ltd.(Cornwall, U.K.), Transworld Chemical Co. (Rockville, Md.), or Aldrich Chemical Co., (Milwaukee, Wis.). (a) 4-Amino-4′-chlorodiphenylether (TCI America, Portland Oreg., 520 mg, 2.03 mmol) was slurried in 10 mL of ether and treated with ca. 1 mL of ether saturated with HCl gas. After 5 min. the solvent was removed in vacuo. To a stirring biphasic solution amine-HCl salt... Reactants: [S-2].[Na+].[Na+] (Sodium sulfide), C(C)(=O)[O-].[Na+] (sodium acetate), ClC1=CC=C(C=C1)Cl (p-dichlorobenzen), ClC1=CC(=CC=C1)Cl (m-dichlorobenzen). The solvent is CN1CCCC1=O (NMP), CN1CCCC1=O (NMP), O (water), CN1CCCC1=O (NMP). Reaction conditions: temperature 205 celsius, time 1 hour. Yields the product C12=CC(=CC=C1)S2 (m-phenylene sulfide), C12=CC=C(C=C1)S2 (p-phenylene sulfide). Reaction SMILES: [S-2:1].[Na+].[Na+].C([O-])(=O)C.[Na+].Cl[C:10]1[CH:15]=[CH:14][C:13](Cl)=[CH:12][CH:11]=1.Cl[C:18]1[CH:23]=[CH:22][CH:21]=[C:20](Cl)[CH:19]=1>CN1C(=O)CCC1.O>[C:10]12[S:1][C:12](=[CH:13][CH:14]=[CH:15]1)[CH:11]=2.[C:18]12[S:1][C:21]([CH:22]=[CH:23]1)=[CH:20][CH:19]=2 |f:0.1.2,3.4|. Procedure: Sodium sulfide 9 hydrobase 6.005 kg (25 mol), sodium acetate 0.69 kg (98.25 mol) and NMP 4.1 kg are thrown in an autoclave with agitator, heated gradually to 205° C. introducing nitrogen, and water of 3.6 litter is distillated. Next, the reaction vessel is cooled to 180° C., p-dichlorobenzen 3.582 kg (24.4 mol), m-dichlorobenzen 0.188 kg (1.28 mol) and NMP 3.2 kg are added, sealed under nitrogen, heated to 270° C., and thereafter, let react at 270° C. for 2.5 hours. Next, the above is thrown in ... The reactants are O=C(OCC)C=1C=CC=CC1OC. The reagents and catalysts are O=C1C=CC=2C=CC=C(C3=CN=C(C=C3)C=4N=CC=CC4)C2N1, [K].OC(C)(C)C, O1B(OC(C)(C)C1(C)C)B2OC(C)(C)C(O2)(C)C, C[OH2+].C[OH2+].C1CC=CCCC=C1.C1CC=CCCC=C1.[Ir].[Ir]. Solvent: O1CCCC1. Run at temperature 80 celsius, time 12 hour. Product: O=C(OCC)C1=CC=C(C=C1OC)B2OC(C)(C)C(O2)(C)C. Isolated yield 87.0%. Starting materials: C1(=CC=CC=C1)C(CC1(C=CC=C1)CC(C)C1=CC=CC=C1)C (di-(2-phenyl-propyl)-cyclopentadiene), S(=O)(=O)(OCCN(C)C)C1=CC=C(C)C=C1 (2-dimethylaminoethyl tosylate), O (water), solution, C(CCC)[Li] (n-butyllithium). The solvent is O1CCCC1 (tetrahydrofuran), O1CCCC1.CCCCCC (tetrahydrofuran hexane), CCCCCC (hexane). Run at time 24 hour. Product: CN(C)CCC1=CC=CC1(CC(C)C1=CC=CC=C1)CC(C)C1=CC=CC=C1 ((dimethylaminoethyl)di(2-phenyl-propyl)cyclopentadiene). RXN SMILES: C([Li])CCC.[C:6]1([CH:12]([CH3:28])[CH2:13][C:14]2([CH2:19][CH:20]([C:22]3[CH:27]=[CH:26][CH:25]=[CH:24][CH:23]=3)[CH3:21])[CH:18]=[CH:17][CH:16]=[CH:15]2)[CH:11]=[CH:10][CH:9]=[CH:8][CH:7]=1.S(C1C=CC(C)=CC=1)(O[CH2:33][CH2:34][N:35]([CH3:37])[CH3:36])(=O)=O.O>CCCCCC.O1CCCC1.O1CCCC1.CCCCCC>[CH3:36][N:35]([CH2:34][CH2:33][C:15]1[C:14]([CH2:19][CH:20]([C:22]2[CH:23]=[CH:24][CH:25]=[CH:26][CH:27]=2)[CH3:21])([CH2:13][CH:12]([C:6]2[CH:11]=[CH:10][CH:9]=[CH:8][CH:7]=2)[CH3:28])[CH:18]=[CH:17][CH:16]=1)[CH3:37] |f:6.7|. Procedure: 12.5 mL of a 1.6 molar solution of n-butyllithium in hexane was added dropwise to a cooled (0° C.) solution of di-(2-phenyl-propyl)-cyclopentadiene (6.05 g; 20.0 mmol) in dry tetrahydrofuran (100 ml) under a nitrogen atmosphere in a 250 mL three-necked round-bottomed flask provided with a magnetic stirrer and a dropping funnel. After 24 hours of stirring at room temperature, a solution of 2-dimethylaminoethyl tosylate (20.0 mmol) prepared in situ in tetrahydrofuran/hexane was added. After 18 hou... Starting materials: C(C1=CC=CC=C1)N([C@@H]1CC[C@H](CC1)OCCN1CCCCC1)CC1=CC=CC=C1 (Trans-N,N-dibenzyl-4-(2-(piperidin-1-yl)ethoxy)cyclohexanamine), [H][H] (hydrogen). Reaction SMILES: C([N:8](CC1C=CC=CC=1)[C@H:9]1[CH2:14][CH2:13][C@H:12]([O:15][CH2:16][CH2:17][N:18]2[CH2:23][CH2:22][CH2:21][CH2:20][CH2:19]2)[CH2:11][CH2:10]1)C1C=CC=CC=1.[H][H]>[OH-].[OH-].[Pd+2].CO>[N:18]1([CH2:17][CH2:16][O:15][C@H:12]2[CH2:11][CH2:10][C@H:9]([NH2:8])[CH2:14][CH2:13]2)[CH2:19][CH2:20][CH2:21][CH2:22][CH2:23]1 |f:2.3.4|. Yields the product N1(CCCCC1)CCO[C@@H]1CC[C@H](CC1)N (trans-4-(2-(Piperidin-1-yl)ethoxy)cyclohexanamine). The solvent is CO (methanol). The reagents and catalysts are [OH-].[OH-].[Pd+2] (Pd(OH)2/C). Procedure details: Trans-N,N-dibenzyl-4-(2-(piperidin-1-yl)ethoxy)cyclohexanamine (4.7 g, 11.6 mmol), 20% Pd(OH)2/C (0.94 g) and methanol (40 mL) were charged into a septum-sealed flask. The reaction mixture was placed under balloon pressure of hydrogen for 18 h at ambient temperature, at which time LCMS indicated complete debenzylation to form the free amine. The catalyst was filtered off and the filtrate evaporated under reduced pressure to give 2.42 g of a crystalline material (93%). In some cases an additional...